Task: describe an organic reaction: reactants, conditions, products, and yield. Dataset: the Open Reaction Database (ORD), a public repository of structured organic reaction records Reactants: C(C1=CC=CC=C1)ONC(C[C@@H](CCCC1CCCCC1)C=1OC(=C(N1)C(=O)N)C)=O (2-((1R)-1-{2-[(benzyloxy)amino]-2-oxoethyl}-4-cyclohexylbutyl)-5-methyl-1,3-oxazole-4-carboxamide), C(=O)[O-].[NH4+] (ammonium formate). The reagents and catalysts are [Pd] (palladium). Solvent: C(C)O (ethanol). Run at temperature 45 celsius. Yields the product N (ammonia), C1(CCCCC1)CCC[C@H](CC(=O)NO)C=1OC(=C(N1)C(=O)N)C (2-{(1R)-4-Cyclohexyl-1-[2-(hydroxyamino)-2-oxoethyl]butyl}-5-methyl-1,3-oxazole-4-carboxamide). Yield: 107.1%. As a reaction SMILES: C([O:8][NH:9][C:10](=[O:31])[CH2:11][C@H:12]([C:22]1[O:23][C:24]([CH3:30])=[C:25]([C:27]([NH2:29])=[O:28])[N:26]=1)[CH2:13][CH2:14][CH2:15][CH:16]1[CH2:21][CH2:20][CH2:19][CH2:18][CH2:17]1)C1C=CC=CC=1.C([O-])=O.[NH4+]>C(O)C.[Pd]>[NH3:9].[CH:16]1([CH2:15][CH2:14][CH2:13][C@@H:12]([C:22]2[O:23][C:24]([CH3:30])=[C:25]([C:27]([NH2:29])=[O:28])[N:26]=2)[CH2:11][C:10]([NH:9][OH:8])=[O:31])[CH2:17][CH2:18][CH2:19][CH2:20][CH2:21]1 |f:1.2|. Reported procedure: A solution of 2-((1R)-1-{2-[(benzyloxy)amino]-2-oxoethyl}-4-cyclohexylbutyl)-5-methyl-1,3-oxazole-4-carboxamide (Preparation 74) (133 mg, 0.31 mmol) in ethanol (6 ml) was treated with 5% palladium on barium sulphate (80 mg) and ammonium formate (196 mg, 3.10 mmol) and the mixture was heated at 45° C. for 2.5 hours. The solution was filtered through Arbocel® and the solvent removed from the filtrate under reduced pressure. The residue was azeotroped from dichloromethane (×3) then purified by colu... Reactants: COC1=C(C(=O)Cl)C=CC=C1 (o-methoxybenzoyl chloride), Cl (HCl), [Al+3].[Cl-].[Cl-].[Cl-] (AlCl3), ClC1=C(C=CC=C1Cl)OC (2,3-dichloroanisole). Run in ClCCCl (1,2-dichloroethane), CCCCCC (hexane). Conditions: temperature 5 celsius, time 2.5 hour. The product is ClC1=C(C(=O)C2=C(C=CC=C2)OC)C=CC(=C1Cl)OC (2,3-dichloro-2',4-dimethoxybenzophenone). Reaction SMILES: [Al+3].[Cl-].[Cl-].[Cl-].[Cl:5][C:6]1[C:11]([Cl:12])=[CH:10][CH:9]=[CH:8][C:7]=1[O:13][CH3:14].[CH3:15][O:16][C:17]1[CH:25]=[CH:24][CH:23]=[CH:22][C:18]=1[C:19](Cl)=[O:20].Cl>ClCCCl.CCCCCC>[Cl:12][C:11]1[C:6]([Cl:5])=[C:7]([O:13][CH3:14])[CH:8]=[CH:9][C:10]=1[C:19]([C:18]1[CH:22]=[CH:23][CH:24]=[CH:25][C:17]=1[O:16][CH3:15])=[O:20] |f:0.1.2.3|. Procedure details: To a mixture of 3.9 g of AlCl3 and 4.67 g of 2,3-dichloroanisole in 70 ml of 1,2-dichloroethane at -10° C., 5 g of o-methoxybenzoyl chloride is added dropwise. The mixture is stirred for 2.5 hours and is gradually warmed to 5° C. The reaction mixture is poured into concentrated HCl and ice. The mixture is stirred one half hour to decompose the complex. The aqueous layer is extracted with additional organic solvent. The combined organic layers are washed until neutral, dried over Na2SO4 and evapo... The reactants are N1=NC=C2CCN=C3C(=C21)C=CC=C3 (4,5-dihydropyrazolo[4,3-d][1]benzazepine), C=1(C(=CC=CC1)C(=O)NC1=CC=C(C=N1)C(=O)Cl)C1=CC=CC=C1 (6-[([1,1'-biphenyl]-2-carbonyl)amino]pyridine-3-carbonyl chloride). Yields the product N1N=CC=2CCN(C3=C(C21)C=CC=C3)C(=O)C=3C=CC(=NC3)NC(=O)C=3C(=CC=CC3)C3=CC=CC=C3 (N-[5-[(4,5-Dihydropyrazolo[4,3-d][1]benzazepin-6(1H)-yl)carbonyl]-2-pyridinyl][1,1'-biphenyl]-2-carboxamide). RXN SMILES: [N:1]1[C:10]2[C:4]([CH2:5][CH2:6][N:7]=[C:8]3[CH:14]=[CH:13][CH:12]=[CH:11][C:9]3=2)=[CH:3][N:2]=1.[C:15]1([C:33]2[CH:38]=[CH:37][CH:36]=[CH:35][CH:34]=2)[C:16]([C:21]([NH:23][C:24]2[N:29]=[CH:28][C:27]([C:30](Cl)=[O:31])=[CH:26][CH:25]=2)=[O:22])=[CH:17][CH:18]=[CH:19][CH:20]=1>>[NH:1]1[C:10]2[C:9]3[CH:11]=[CH:12][CH:13]=[CH:14][C:8]=3[N:7]([C:30]([C:27]3[CH:26]=[CH:25][C:24]([NH:23][C:21]([C:16]4[C:15]([C:33]5[CH:38]=[CH:37][CH:36]=[CH:35][CH:34]=5)=[CH:20][CH:19]=[CH:18][CH:17]=4)=[O:22])=[N:29][CH:28]=3)=[O:31])[CH2:6][CH2:5][C:4]=2[CH:3]=[N:2]1. Procedure details: As described for Example 396, (0.1 mmol) of 4,5-dihydropyrazolo[4,3-d][1]benzazepine is reacted with (0.21 mmol) of 6-[([1,1'-biphenyl]-2-carbonyl)amino]pyridine-3-carbonyl chloride to give the product as a light tan solid. Recrystallized from ethyl acetate/hexane, m.p. 228° C.-234° C. as white crystals. Reactants: C1(=CC=C(C=C1)C1=CC=C(C=C1)O)O (4,4′-biphenol), Cl (HCl), C(=O)([O-])[O-].[K+].[K+] (K2CO3), BrCCCCCCO (6-bromo-1-hexanol). The solvent is CC(=O)CC (methylethylketone), O (water). The product is C1(=CC=CC=C1)C1=CC=CC=C1 (biphenyl). The yield is 50.0%. RXN SMILES: [C:1]1(O)[CH:6]=[CH:5][C:4]([C:7]2[CH:12]=[CH:11][C:10](O)=[CH:9][CH:8]=2)=[CH:3][CH:2]=1.C([O-])([O-])=O.[K+].[K+].BrCCCCCCO.Cl>CC(CC)=O.O>[C:4]1([C:7]2[CH:8]=[CH:9][CH:10]=[CH:11][CH:12]=2)[CH:5]=[CH:6][CH:1]=[CH:2][CH:3]=1 |f:1.2.3|. Reported procedure: To a solution of 3 g of 4,4′-biphenol and 18 g of K2CO3 in methylethylketone (MEK), 0.02 g of Kl was put, and 6.9 g of 6-bromo-1-hexanol was slowly added dropwise thereto for reaction at 80° C. for 24 hours. 100 ml of distilled water was added thereto to complete the reaction, the mixture was cooled to normal temperature, and a 10% aqueous HCl solution was added thereto. The obtained precipitants were filtered to obtain 3.8 g of 4,4′-(di(6-hydroxyhexyl)oxy))biphenyl. (Yield: 50%) Starting materials: F[B-](F)(F)F, CC(=O)C1=C(C)Nc2cc[nH]c(=O)c2C1c1ccc(C#N)c2ccccc12, CC[O+](CC)CC, CO, ClCCl, O. The product is CCOc1nccc2c1C(c1ccc(C#N)c3ccccc13)C(C(C)=O)=C(C)N2. RXN SMILES: [B-:31]([F:32])([F:33])([F:34])[F:35].[C:1]([CH3:2])(=[O:3])[C:4]1=[C:5]([CH3:27])[NH:6][c:7]2[cH:8][cH:9][nH:10][c:11](=[O:26])[c:12]2[CH:13]1[c:14]1[cH:15][cH:16][c:17]([C:24]#[N:25])[c:18]2[cH:19][cH:20][cH:21][cH:22][c:23]12.[CH2:36]([CH3:37])[O+:38]([CH2:39][CH3:40])[CH2:41][CH3:42].[CH3:43][OH:44].[Cl:28][CH2:29][Cl:30].[OH2:45]>>[C:1]([CH3:2])(=[O:3])[C:4]1=[C:5]([CH3:27])[NH:6][c:7]2[cH:8][cH:9][n:10][c:11]([O:26][CH2:36][CH3:37])[c:12]2[CH:13]1[c:14]1[cH:15][cH:16][c:17]([C:24]#[N:25])[c:18]2[cH:19][cH:20][cH:21][cH:22][c:23]12.